Dataset: the Open Reaction Database (ORD), a public repository of structured organic reaction records. Task: describe an organic reaction: reactants, conditions, products, and yield Starting materials: [Al+3], O=C([O-])C(O)C(O)C(=O)[O-], CCOCC, COC(=O)c1cc(OC)ccn1, [H-], [H-], [H-], [H-], [K+], [Li+], [Na+], O, O, O, O. Yields the product COc1ccnc(CO)c1. As a reaction SMILES: [Al+3:2].[C:23]([CH:24]([CH:25]([C:26]([O-:27])=[O:28])[OH:29])[OH:30])([O-:31])=[O:32].[CH3:35][CH2:36][O:37][CH2:38][CH3:39].[CH3:7][O:8][c:9]1[cH:10][c:11]([C:15](=[O:16])[O:17][CH3:18])[n:12][cH:13][cH:14]1.[H-:1].[H-:4].[H-:5].[H-:6].[K+:34].[Li+:3].[Na+:33].[OH2:19].[OH2:20].[OH2:21].[OH2:22]>>[CH3:7][O:8][c:9]1[cH:10][c:11]([CH2:15][OH:16])[n:12][cH:13][cH:14]1. Reactants: CO, CCN(C(C)C)C(C)C, COC(=O)c1c(C#N)cc(Cl)nc1Nc1cccc(C)c1, NC1COCC1N, CN(C)C=O. Product: COC(=O)c1c(C#N)cc(NC2COCC2N)nc1Nc1cccc(C)c1. Reaction SMILES: [CH3:43][OH:44].[CH:22]([N:23]([CH2:24][CH3:25])[CH:26]([CH3:27])[CH3:28])([CH3:29])[CH3:30].[Cl:1][c:2]1[n:3][c:4]([NH:14][c:15]2[cH:16][c:17]([CH3:21])[cH:18][cH:19][cH:20]2)[c:5]([C:6](=[O:7])[O:8][CH3:9])[c:10]([C:12]#[N:13])[cH:11]1.[O:31]1[CH2:32][CH:33]([NH2:37])[CH:34]([NH2:36])[CH2:35]1.[O:38]=[CH:39][N:40]([CH3:41])[CH3:42]>>[c:2]1([NH:37][CH:33]2[CH2:32][O:31][CH2:35][CH:34]2[NH2:36])[n:3][c:4]([NH:14][c:15]2[cH:16][c:17]([CH3:21])[cH:18][cH:19][cH:20]2)[c:5]([C:6](=[O:7])[O:8][CH3:9])[c:10]([C:12]#[N:13])[cH:11]1. The reactants are ClC1=CC(=NC=C1)C1=C(SC=C1)C=O (3-(4-chloro-pyridin-2-yl)-thiophene-2-carbaldehyde), O.CNC (dimethylamine water), C(C)(=O)O[BH-](OC(C)=O)OC(C)=O.[Na+] (sodium triacetoxyborohydride). Run in ClCCl (dichloromethane). Procedure: To a solution of 3-(4-chloro-pyridin-2-yl)-thiophene-2-carbaldehyde (20 mg, 0.1 mmol) in dichloromethane (3 mL) was added dimethylamine water solution (40%, 0.6 mL) and sodium triacetoxyborohydride (42 mg, 0.2 mmol). The resulting mixture was stirred at room temperature for 16 hours, then washed with NaHCO3 solution and water and concentrated. The resulting residue was purified by preparative TLC to yield [3-(4-Chloro-pyridin-2-yl)-thiophen-2-ylmethyl]-dimethyl-amine. As a reaction SMILES: [Cl:1][C:2]1[CH:7]=[CH:6][N:5]=[C:4]([C:8]2[CH:12]=[CH:11][S:10][C:9]=2[CH:13]=O)[CH:3]=1.O.[CH3:16][NH:17][CH3:18].C(O[BH-](OC(=O)C)OC(=O)C)(=O)C.[Na+]>ClCCl>[Cl:1][C:2]1[CH:7]=[CH:6][N:5]=[C:4]([C:8]2[CH:12]=[CH:11][S:10][C:9]=2[CH2:13][N:17]([CH3:18])[CH3:16])[CH:3]=1 |f:1.2,3.4|. Yields the product ClC1=CC(=NC=C1)C1=C(SC=C1)CN(C)C ([3-(4-Chloro-pyridin-2-yl)-thiophen-2-ylmethyl]-dimethyl-amine). Reaction conditions: time 16 hour. Reactants: O[C@@H](CNC1CCN(CC1)C1=CC=C(C=C1)C1=NN=NN1CC(=O)OCC)C1=CC(=C(C=C1)O)NS(=O)(=O)C (Ethyl [5-(4-{4-[((2R)-2-hydroxy-2-{4-hydroxy-3-[(methylsulfonyl)amino]phenyl}ethyl)amino]-1-piperidineyl}phenyl)-1H-tetraazol-1-yl]acetate), [OH-].[Na+] (NaOH). Yields the product O[C@@H](CNC1CCN(CC1)C1=CC=C(C=C1)C1=NN=NN1CC(=O)O)C1=CC(=C(C=C1)O)NS(=O)(=O)C ([5-(4-{4-[((2R)-2-Hydroxy-2-{4-hydroxy-3-[(methylsulfonyl)amino]phenyl}ethyl)amino]-1-piperidineyl}phenyl)-1H-tetraazol-1-yl]acetic acid). As a reaction SMILES: [OH:1][C@H:2]([C:28]1[CH:33]=[CH:32][C:31]([OH:34])=[C:30]([NH:35][S:36]([CH3:39])(=[O:38])=[O:37])[CH:29]=1)[CH2:3][NH:4][CH:5]1[CH2:10][CH2:9][N:8]([C:11]2[CH:16]=[CH:15][C:14]([C:17]3[N:21]([CH2:22][C:23]([O:25]CC)=[O:24])[N:20]=[N:19][N:18]=3)=[CH:13][CH:12]=2)[CH2:7][CH2:6]1.[OH-].[Na+]>>[OH:1][C@H:2]([C:28]1[CH:33]=[CH:32][C:31]([OH:34])=[C:30]([NH:35][S:36]([CH3:39])(=[O:37])=[O:38])[CH:29]=1)[CH2:3][NH:4][CH:5]1[CH2:10][CH2:9][N:8]([C:11]2[CH:12]=[CH:13][C:14]([C:17]3[N:21]([CH2:22][C:23]([OH:25])=[O:24])[N:20]=[N:19][N:18]=3)=[CH:15][CH:16]=2)[CH2:7][CH2:6]1 |f:1.2|. Procedure: The title compound was prepared from ethyl [5-(4-{4-[((2R)-2-hydroxy-2-{4-hydroxy-3-[(methylsulfonyl)amino]phenyl}ethyl)amino]-1-piperidineyl}phenyl)-1H-tetraazol-1-yl]acetate (which was obtained in Example 98) by NaOH hydrolysis as an off -white solid; mp >210° C. (decomposed); 1H NMR (300 MHz, DMSO-d6) δ 1.30-1.50 (m, 2H), 1.80-2.00 (m, 2H), 2.60-3.50 (m, 5H), 2.92 (s, 3H), 3.70-3.85 (m, 2H), 4.50-4.60 (m, 1H), 4.70-4.80 (m, 2H), 6.84 (d, J=8.2 Hz, 1H), 6.95-7.05 (m, 3H), 7.20 (d,,J=1.6 Hz, 1H... Procedure: A solution of (2S) 3-benzyloxycarbonylamino-2-tert-butoxycarbonylaminopropionic acid dicyclohexylamine salt (3 g, 5.8 mmol) in dichloromethane (200 ml) was washed four times with 1M HCl solution, dried (MgSO4) and concentrated. The resulting oil was dissolved in dry dichloromethane (35 ml), cooled to 0° C. and treated with trifluoroacetic acid (35 ml). This solution was stirred at 0° C. for 1.5 h then evaporated to dryness. Dichloromethane (50 ml) was added to the residue then removed under vacu... RXN SMILES: C1(NC2CCCCC2)CCCCC1.[CH2:14]([O:21][C:22]([NH:24][CH2:25][CH:26]([NH:30][C:31]([O:33]C(C)(C)C)=O)[C:27]([OH:29])=[O:28])=[O:23])[C:15]1[CH:20]=[CH:19][CH:18]=[CH:17][CH:16]=1.C1(=O)O[C:41](=[O:42])[C:40]2=[CH:44][CH:45]=[CH:46][CH:47]=[C:39]12>ClCCl.Cl.C1(C)C=CC=CC=1>[CH2:14]([O:21][C:22]([NH:24][CH2:25][C@H:26]([N:30]1[C:31](=[O:33])[C:39]2=[CH:47][CH:46]=[CH:45][CH:44]=[C:40]2[C:41]1=[O:42])[C:27]([OH:29])=[O:28])=[O:23])[C:15]1[CH:16]=[CH:17][CH:18]=[CH:19][CH:20]=1 |f:0.1|. Run at temperature 0 celsius, time 1.5 hour. Product: C(C1=CC=CC=C1)OC(=O)NC[C@@H](C(=O)O)N1C(C=2C(C1=O)=CC=CC2)=O ((2S)3-Benzyloxycarbonylamino-2-phthalimidopropionic acid). Run in C1(=CC=CC=C1)C (toluene), ClCCl (dichloromethane), Cl (HCl). Starting materials: C1(CCCCC1)NC1CCCCC1.C(C1=CC=CC=C1)OC(=O)NCC(C(=O)O)NC(=O)OC(C)(C)C (3-benzyloxycarbonylamino-2-tert-butoxycarbonylaminopropionic acid dicyclohexylamine salt), C1(C=2C(C(=O)O1)=CC=CC2)=O (phthalic anhydride). Starting materials: CC(C)(C)OC(=O)N1CCN(c2nccnc2Cl)CC1, CC(C)(C)CCCC[O-], CC(C)(C)O, [K+], OCc1ccncc1. Product: CC(C)(C)OC(=O)N1CCN(c2nccnc2OCc2ccncc2)CC1. RXN SMILES: [C:1]([CH3:2])([CH3:3])([CH3:4])[O:5][C:6](=[O:7])[N:8]1[CH2:9][CH2:10][N:11]([c:14]2[n:15][cH:16][cH:17][n:18][c:19]2[Cl:20])[CH2:12][CH2:13]1.[C:29]([CH2:30][CH2:31][CH2:32][CH2:33][O-:34])([CH3:35])([CH3:36])[CH3:37].[C:39]([OH:40])([CH3:41])([CH3:42])[CH3:43].[K+:38].[n:21]1[cH:22][cH:23][c:24]([CH2:27][OH:28])[cH:25][cH:26]1>>[C:1]([CH3:2])([CH3:3])([CH3:4])[O:5][C:6](=[O:7])[N:8]1[CH2:9][CH2:10][N:11]([c:14]2[n:15][cH:16][cH:17][n:18][c:19]2[O:28][CH2:27][c:24]2[cH:23][cH:22][n:21][cH:26][cH:25]2)[CH2:12][CH2:13]1. Starting materials: COc1ccc(-c2ccnn2-c2ccc(Br)cc2)cc1OC1CCOC1, C[Si](C)(C)[N-][Si](C)(C)C, CN(C)c1ccccc1-c1ccccc1P(C1CCCCC1)C1CCCCC1, [Cl-], [Li+], CC(C)(C)OC(=O)N1CCNCC1, [NH4+], O=C(C=Cc1ccccc1)C=Cc1ccccc1, O=C(C=Cc1ccccc1)C=Cc1ccccc1, C1CCOC1, O=C(C=Cc1ccccc1)C=Cc1ccccc1, [Pd], [Pd]. Yields the product COc1ccc(-c2ccnn2-c2ccc(N3CCN(C(=O)OC(C)(C)C)CC3)cc2)cc1OC1CCOC1. As a reaction SMILES: [Br:29][c:30]1[cH:31][cH:32][c:33](-[n:36]2[n:37][cH:38][cH:39][c:40]2-[c:41]2[cH:42][c:43]([O:49][CH:50]3[CH2:51][O:52][CH2:53][CH2:54]3)[c:44]([O:47][CH3:48])[cH:45][cH:46]2)[cH:34][cH:35]1.[CH3:68][Si:69]([N-:70][Si:71]([CH3:72])([CH3:73])[CH3:74])([CH3:75])[CH3:76].[CH:1]1([P:2]([CH:3]2[CH2:4][CH2:5][CH2:6][CH2:7][CH2:8]2)[c:9]2[cH:10][cH:11][cH:12][cH:13][c:14]2-[c:15]2[cH:16][cH:17][cH:18][cH:19][c:20]2[N:21]([CH3:22])[CH3:23])[CH2:24][CH2:25][CH2:26][CH2:27][CH2:28]1.[Cl-:78].[Li+:77].[N:55]1([C:61](=[O:62])[O:63][C:64]([CH3:65])([CH3:66])[CH3:67])[CH2:56][CH2:57][NH:58][CH2:59][CH2:60]1.[NH4+:79].[O:105]=[C:106]([CH:107]=[CH:108][c:109]1[cH:110][cH:111][cH:112][cH:113][cH:114]1)[CH:115]=[CH:116][c:117]1[cH:118][cH:119][cH:120][cH:121][cH:122]1.[O:123]=[C:124]([CH:125]=[CH:126][c:127]1[cH:128][cH:129][cH:130][cH:131][cH:132]1)[CH:133]=[CH:134][c:135]1[cH:136][cH:137][cH:138][cH:139][cH:140]1.[O:80]1[CH2:81][CH2:82][CH2:83][CH2:84]1.[O:87]=[C:88]([CH:89]=[CH:90][c:91]1[cH:92][cH:93][cH:94][cH:95][cH:96]1)[CH:97]=[CH:98][c:99]1[cH:100][cH:101][cH:102][cH:103][cH:104]1.[Pd:85].[Pd:86]>>[c:30]1([N:58]2[CH2:57][CH2:56][N:55]([C:61](=[O:62])[O:63][C:64]([CH3:65])([CH3:66])[CH3:67])[CH2:60][CH2:59]2)[cH:31][cH:32][c:33](-[n:36]2[n:37][cH:38][cH:39][c:40]2-[c:41]2[cH:42][c:43]([O:49][CH:50]3[CH2:51][O:52][CH2:53][CH2:54]3)[c:44]([O:47][CH3:48])[cH:45][cH:46]2)[cH:34][cH:35]1. Reactants: FC=1C=C(C=NC1)CN ((5-fluoropyridin-3-yl)methanamine), CN1N=C(C=C1)CN ((1-methyl-1H-pyrazol-3-yl)methanamine), C(C(C)C)N1C(N(CC1)C=1SC(=C(N1)C)C(=O)O)=O (2-(3-isobutyl-2-oxoimidazolidin-1-yl)-4-methylthiazole-5-carboxylic acid). The product is C(C(C)C)N1C(N(CC1)C=1SC(=C(N1)C)C(=O)NCC1=NN(C=C1)C)=O (2-(3-isobutyl-2-oxoimidazolidin-1-yl)-4-methyl-N-((1-methyl-1H-pyrazol-3-yl)methyl)thiazole-5-carboxamide). As a reaction SMILES: FC1C=C(CN)C=NC=1.[CH3:10][N:11]1[CH:15]=[CH:14][C:13]([CH2:16][NH2:17])=[N:12]1.[CH2:18]([N:22]1[CH2:26][CH2:25][N:24]([C:27]2[S:28][C:29]([C:33](O)=[O:34])=[C:30]([CH3:32])[N:31]=2)[C:23]1=[O:36])[CH:19]([CH3:21])[CH3:20]>>[CH2:18]([N:22]1[CH2:26][CH2:25][N:24]([C:27]2[S:28][C:29]([C:33]([NH:17][CH2:16][C:13]3[CH:14]=[CH:15][N:11]([CH3:10])[N:12]=3)=[O:34])=[C:30]([CH3:32])[N:31]=2)[C:23]1=[O:36])[CH:19]([CH3:21])[CH3:20]. The yield is 58.0%. Procedure: Following the procedure as describe in Example 12, making variations as required to replace (5-fluoropyridin-3-yl)methanamine with (1-methyl-1H-pyrazol-3-yl)methanamine to react with 2-(3-isobutyl-2-oxoimidazolidin-1-yl)-4-methylthiazole-5-carboxylic acid in place of 2-(3-(cyclopropylmethyl)-2-oxoimidazolidin-1-yl)-4-methylthiazole-5-carboxylic acid, the title compound was obtained as a colorless solid in 58% yield: mp 158-161° C. (dichloromethane/hexanes); 1H NMR (300 MHz, CDCl3) δ 7.43 (s, 1H)... Starting materials: CC1(OC2=C(C(N1)=O)C=CC(=C2)O)C (2,3-dihydro-2,2-dimethyl-7-hydroxy-4H-1,3-benzoxazin-4-one), C([O-])([O-])=O.[K+].[K+] (potassium carbonate), BrCCCCl (1-bromo-3-chloro-propane). Run in CC(=O)C (acetone). The product is BrCCCOC1=CC2=C(C(NC(O2)(C)C)=O)C=C1 (7-(3-bromopropoxy)-2,3-dihydro-2,2-dimethyl-4H-1,3-benzoxazin-4-one). Reaction SMILES: [CH3:1][C:2]1([CH3:14])[NH:7][C:6](=[O:8])[C:5]2[CH:9]=[CH:10][C:11]([OH:13])=[CH:12][C:4]=2[O:3]1.C(=O)([O-])[O-].[K+].[K+].[Br:21][CH2:22][CH2:23][CH2:24]Cl>CC(C)=O>[Br:21][CH2:22][CH2:23][CH2:24][O:13][C:11]1[CH:10]=[CH:9][C:5]2[C:6](=[O:8])[NH:7][C:2]([CH3:14])([CH3:1])[O:3][C:4]=2[CH:12]=1 |f:1.2.3|. Procedure details: A mixture of 38.6 g of 2,3-dihydro-2,2-dimethyl-7-hydroxy-4H-1,3-benzoxazin-4-one, 55.2 g of potassium carbonate, 47.2 g of 1-bromo-3-chloro-propane and 600 ml of acetone is refluxed for 24 hours. Filtering, concentrating the filtrate to 1/3 of the original volume and cooling yields 7-(3-bromopropoxy)-2,3-dihydro-2,2-dimethyl-4H-1,3-benzoxazin-4-one with a melting point of 111°-113°. Reactants: B, C1CCOC1, CSC, C=C(C)CC(O)(C(F)(F)F)C(F)(F)F, [Na+], [OH-]. Product: CC(CO)CC(O)(C(F)(F)F)C(F)(F)F. Reaction SMILES: [BH3:4].[CH2:21]1[O:22][CH2:23][CH2:24][CH2:25]1.[CH3:1][S:2][CH3:3].[F:5][C:6]([C:7]([CH2:8][C:9](=[CH2:10])[CH3:11])([OH:12])[C:13]([F:14])([F:15])[F:16])([F:17])[F:18].[Na+:20].[OH-:19]>>[F:5][C:6]([C:7]([CH2:8][CH:9]([CH2:10][OH:19])[CH3:11])([OH:12])[C:13]([F:14])([F:15])[F:16])([F:17])[F:18].